Dataset: the Open Reaction Database (ORD), a public repository of structured organic reaction records. Task: describe an organic reaction: reactants, conditions, products, and yield Reactants: CC(=O)C (acetone), ice water, C(C1=CC=CC=C1)(=O)OC1=C(C=C(C2=CC=CC=C12)NS(=O)(=O)C1=CC(=CC=C1)C(C)=O)C(=O)N(CCCCCCCCCCCCCCCCCC)CCCCCCCCCCCCCCCCCC (1-benzoyloxy-4-(3-acetylbenzenesulfonamido)-N,N-dioctadecyl-2-naphthamide), BrBr (bromine), BrBr (bromine). Solvent: CCCCCC (hexane), O1CCOCC1 (dioxane). Run at time 1 hour. Product: C(C1=CC=CC=C1)(=O)OC1=C(C=C(C2=CC=CC=C12)NS(=O)(=O)C1=CC(=CC=C1)C(CBr)=O)C(=O)N(CCCCCCCCCCCCCCCCCC)CCCCCCCCCCCCCCCCCC (1-Benzoyloxy-4-(3-bromoacetylbenzenesulfonamido)-N,N-dioctadecyl-2-naphthamide). The yield is 89.1%. As a reaction SMILES: [C:1]([O:9][C:10]1[C:19]2[C:14](=[CH:15][CH:16]=[CH:17][CH:18]=2)[C:13]([NH:20][S:21]([C:24]2[CH:29]=[CH:28][CH:27]=[C:26]([C:30](=[O:32])[CH3:31])[CH:25]=2)(=[O:23])=[O:22])=[CH:12][C:11]=1[C:33]([N:35]([CH2:54][CH2:55][CH2:56][CH2:57][CH2:58][CH2:59][CH2:60][CH2:61][CH2:62][CH2:63][CH2:64][CH2:65][CH2:66][CH2:67][CH2:68][CH2:69][CH2:70][CH3:71])[CH2:36][CH2:37][CH2:38][CH2:39][CH2:40][CH2:41][CH2:42][CH2:43][CH2:44][CH2:45][CH2:46][CH2:47][CH2:48][CH2:49][CH2:50][CH2:51][CH2:52][CH3:53])=[O:34])(=[O:8])[C:2]1[CH:7]=[CH:6][CH:5]=[CH:4][CH:3]=1.[Br:72]Br.CC(C)=O>O1CCOCC1.CCCCCC>[C:1]([O:9][C:10]1[C:19]2[C:14](=[CH:15][CH:16]=[CH:17][CH:18]=2)[C:13]([NH:20][S:21]([C:24]2[CH:29]=[CH:28][CH:27]=[C:26]([C:30](=[O:32])[CH2:31][Br:72])[CH:25]=2)(=[O:23])=[O:22])=[CH:12][C:11]=1[C:33]([N:35]([CH2:36][CH2:37][CH2:38][CH2:39][CH2:40][CH2:41][CH2:42][CH2:43][CH2:44][CH2:45][CH2:46][CH2:47][CH2:48][CH2:49][CH2:50][CH2:51][CH2:52][CH3:53])[CH2:54][CH2:55][CH2:56][CH2:57][CH2:58][CH2:59][CH2:60][CH2:61][CH2:62][CH2:63][CH2:64][CH2:65][CH2:66][CH2:67][CH2:68][CH2:69][CH2:70][CH3:71])=[O:34])(=[O:8])[C:2]1[CH:7]=[CH:6][CH:5]=[CH:4][CH:3]=1. Reported procedure: A solution of 15.7 g (15.7 mmol) of 1-benzoyloxy-4-(3-acetylbenzenesulfonamido)-N,N-dioctadecyl-2-naphthamide in 150 ml of dioxane was treated with 2.51 g (15.7 mmoles) of bromine at 40° to 45° C. The reaction was held for one hour at this temperature, during which time the bromine color discharged. Analysis by TLC (25 percent acetone in hexane) indicated a complete reaction and only one main product was observed. The solution was drowned to ice water and the resulting mixture was extracted with... The reactants are CC=CCBr, C1CCC2=NCCCN2CC1, O=C(O)CNC(=O)C(F)(F)F, CN(C)C=O. Product: CC=CCOC(=O)CNC(=O)C(F)(F)F. Reaction SMILES: [CH2:12]([CH:13]=[CH:14][CH3:15])[Br:16].[CH2:17]1[CH2:18][CH2:19][C:20]2=[N:25][CH2:24][CH2:23][CH2:22][N:21]2[CH2:26][CH2:27]1.[F:1][C:2]([C:3](=[O:4])[NH:5][CH2:6][C:7](=[O:8])[OH:9])([F:10])[F:11].[O:28]=[CH:29][N:30]([CH3:31])[CH3:32]>>[F:1][C:2]([C:3](=[O:4])[NH:5][CH2:6][C:7](=[O:8])[O:9][CH2:12][CH:13]=[CH:14][CH3:15])([F:10])[F:11]. Reactants: FC1=C(C#N)C=CC=C1 (2-fluorobenzonitrile), OC=1C=C(C=CC1)CC(=O)OCC (ethyl 3-hydroxyphenylacetate), C([O-])([O-])=O.[K+].[K+] (potassium carbonate). Solvent: CN(C=O)C (dimethylformamide). Conditions: temperature 160 celsius. Yields the product C(#N)C1=C(OC=2C=C(C=CC2)CC(=O)OCC)C=CC=C1 (Ethyl 3-(2-cyanophenoxy)-phenylacetate). Reaction SMILES: F[C:2]1[CH:9]=[CH:8][CH:7]=[CH:6][C:3]=1[C:4]#[N:5].[OH:10][C:11]1[CH:12]=[C:13]([CH2:17][C:18]([O:20][CH2:21][CH3:22])=[O:19])[CH:14]=[CH:15][CH:16]=1.C(=O)([O-])[O-].[K+].[K+]>CN(C)C=O>[C:4]([C:3]1[CH:6]=[CH:7][CH:8]=[CH:9][C:2]=1[O:10][C:11]1[CH:12]=[C:13]([CH2:17][C:18]([O:20][CH2:21][CH3:22])=[O:19])[CH:14]=[CH:15][CH:16]=1)#[N:5] |f:2.3.4|. Reported procedure: 4.23 g (35 mmol) of 2-fluorobenzonitrile, 6.3 g (35 mmol) of ethyl 3-hydroxyphenylacetate and 4.84 g of potassium carbonate (anhydrous) are dissolved in 40 ml of dimethylformamide and heated with stirring to a temperature of 160° C. Ethyl 3-(2-cyanophenoxy)-phenylacetate is formed takes place [sic]. The mixture is stirred for three hours while maintaining the temperature. The cooled reaction solution is treated with 150 ml of water and extracted with methyl t-butyl ether. The organic phase is se... Reactants: NC(=O)N (urea), C1(=CC=C(C=C1)C=O)C (p-tolualdehyde), C(CC(=O)C)(=O)OCC (ethyl acetoacetate), C(C)(=O)O (acetic acid), B(F)(F)F.CCOCC (boron trifluoride etherate). Reagents/catalysts: [Cu]Cl (copper (I) chloride). Solvent: O1CCCC1 (tetrahydrofuran). Conditions: time 24 hour. The product is CC1=C(C(NC(N1)=O)C1=CC=C(C=C1)C)C(=O)OCC (Ethyl 6-methyl-2-oxo-4-p-tolyl-1,2,3,4-tetrahydropyrimidine-5-carboxylate). Isolated yield 90.5%. RXN SMILES: [NH2:1][C:2]([NH2:4])=[O:3].[C:5]1([CH3:13])[CH:10]=[CH:9][C:8]([CH:11]=O)=[CH:7][CH:6]=1.[C:14]([O:20][CH2:21][CH3:22])(=[O:19])[CH2:15][C:16]([CH3:18])=O.C(O)(=O)C.B(F)(F)F.CCOCC>O1CCCC1.[Cu]Cl>[CH3:18][C:16]1[NH:4][C:2](=[O:3])[NH:1][CH:11]([C:8]2[CH:9]=[CH:10][C:5]([CH3:13])=[CH:6][CH:7]=2)[C:15]=1[C:14]([O:20][CH2:21][CH3:22])=[O:19] |f:4.5|. Procedure: A suspension of urea (2,70 g; 45 mmol), copper (I) chloride (0,297 g; 3 mmol), p-tolualdehyde (3,53 ml; 30 mmol), ethyl acetoacetate (3,81 ml; 30 mmol), acetic acid (0,172 ml; 3 mmol) and boron trifluoride etherate (4,90 ml; 39 mmol) in dry tetrahydrofuran (60 mL) was heated to reflux for 21 h. After cooling to room temperature, the reaction mixture was quenched by adding a saturated solution of sodium hydrogen carbonate and the aqueous solution was extracted with ethyl acetate. The organic laye... Procedure: 90.4 mg of 2,3,5,10,11,11a-hexahydro-9-hydroxy-11-methoxy-8-methyl-1H-pyrrolo(2,1-C)(1,4)benzodiazepin-5-one was dissolved in 15 ml of acetonitrile at an elevated temperature. After dissolution, the solution was concentrated first at ordinary pressure and then under a reduced pressure. The concentrate was dissolved in 1.5 ml of hot benzene, and then 25 ml of n-hexane was added thereto, and the separated precipitate was collected by filtration. This procedure was repeated 2 to 3 times, and there ... The yield is 80.0%. As a reaction SMILES: [OH:1][C:2]1[C:12]2[NH:11][CH:10](OC)[CH:9]3[CH2:15][CH2:16][CH2:17][N:8]3[C:7](=[O:18])[C:6]=2[CH:5]=[CH:4][C:3]=1[CH3:19]>C(#N)C>[OH:1][C:2]1[C:12]2[N:11]=[CH:10][CH:9]3[CH2:15][CH2:16][CH2:17][N:8]3[C:7](=[O:18])[C:6]=2[CH:5]=[CH:4][C:3]=1[CH3:19]. The reactants are OC1=C(C=CC=2C(N3C(C(NC21)OC)CCC3)=O)C (2,3,5,10,11,11a-hexahydro-9-hydroxy-11-methoxy-8-methyl-1H-pyrrolo(2,1-C)(1,4)benzodiazepin-5-one). Solvent: C(C)#N (acetonitrile). Product: OC1=C(C=CC=2C(N3C(C=NC21)CCC3)=O)C (2,3,5,11a-tetrahydro-9-hydroxy-8-methyl-1H-pyrrolo(2,1-C)(1,4)benzodiazepin-5-one). Procedure details: A solution of 480 mg of methyl (3RS,4RS)-4-[3-(3-fluoro-6-methoxyquinolin-4-yl)propyl]-1-[2-(thien-2-yl)thioethyl]piperidine-3-acetate, 5 cm3 of dioxane and 2.25 cm3 of a 1 N aqueous sodium hydroxide solution was heated, with stirring, at a temperature in the region of 60° C. for 1 hour 30 minutes. After concentrating the reaction mixture under reduced pressure (5 kPa) at a temperature the region of 40° C., the residue obtained was taken up in 50 cm3 of water and 20 cm3 of ether. The aqueous pha... Reaction SMILES: [F:1][C:2]1[CH:3]=[N:4][C:5]2[C:10]([C:11]=1[CH2:12][CH2:13][CH2:14][CH:15]1[CH2:20][CH2:19][N:18]([CH2:21][CH2:22][S:23][C:24]3[S:25][CH:26]=[CH:27][CH:28]=3)[CH2:17][CH:16]1[CH2:29][C:30]([O:32]C)=[O:31])=[CH:9][C:8]([O:34][CH3:35])=[CH:7][CH:6]=2.[OH-].[Na+].[Cl:38]CCl.[ClH:41]>O.CCOCC.CC(C)=O.O1CCOCC1>[ClH:38].[ClH:41].[F:1][C:2]1[CH:3]=[N:4][C:5]2[C:10]([C:11]=1[CH2:12][CH2:13][CH2:14][CH:15]1[CH2:20][CH2:19][N:18]([CH2:21][CH2:22][S:23][C:24]3[S:25][CH:26]=[CH:27][CH:28]=3)[CH2:17][CH:16]1[CH2:29][C:30]([OH:32])=[O:31])=[CH:9][C:8]([O:34][CH3:35])=[CH:7][CH:6]=2 |f:1.2,9.10.11|. Solvent: O1CCOCC1 (dioxane), CCOCC (ether), O (water), CC(=O)C (acetone), O1CCOCC1 (dioxane). Yields the product Cl.Cl.FC=1C=NC2=CC=C(C=C2C1CCCC1C(CN(CC1)CCSC=1SC=CC1)CC(=O)O)OC ((3RS,4RS)-4-[3-(3-fluoro-6-methoxyquinolin-4-yl)-propyl]-1-[2-(thien-2-yl)thioethyl]piperidine-3-acetic acid dihydrochloride). Run at temperature 60 celsius, time 30 minute. Reactants: Cl (hydrochloric acid), ClCCl (dichloromethane), FC=1C=NC2=CC=C(C=C2C1CCCC1C(CN(CC1)CCSC=1SC=CC1)CC(=O)OC)OC (methyl (3RS,4RS)-4-[3-(3-fluoro-6-methoxyquinolin-4-yl)propyl]-1-[2-(thien-2-yl)thioethyl]piperidine-3-acetate), [OH-].[Na+] (sodium hydroxide).